This data is from the Open Reaction Database (ORD), a public repository of structured organic reaction records. The task is: describe an organic reaction: reactants, conditions, products, and yield The reactants are CN(C1=CC=C(C2=CC=CC=C12)N=NC1=CC=C(C=C1)N=NC1=CC=C(C2=CC=CC=C12)O)C (1-[4-(4-(dimethylamino)naphthylazo)phenylazo]-4-hydroxy-naphtalene), C(C=C)(=O)OCCCCCCI (6-iodohexyl acrylate), C([O-])([O-])=O.[K+].[K+] (potassium carbonate). The solvent is CN(C)C=O (DMF). Conditions: temperature 60 celsius, time 3 hour. Yields the product CN(C1=CC=C(C2=CC=CC=C12)N=NC1=CC=C(C=C1)N=NC1=CC=C(C2=CC=CC=C12)OCCCCCCOC(C=C)=O)C (1-[4-(4-(dimethylamino)naphthylazo)-phenylazo]-4-(6-acryloyloxyhexyloxy)naphtalene). Yield: 84.4%. Reaction SMILES: [CH3:1][N:2]([CH3:34])[C:3]1[C:12]2[C:7](=[CH:8][CH:9]=[CH:10][CH:11]=2)[C:6]([N:13]=[N:14][C:15]2[CH:20]=[CH:19][C:18]([N:21]=[N:22][C:23]3[C:32]4[C:27](=[CH:28][CH:29]=[CH:30][CH:31]=4)[C:26]([OH:33])=[CH:25][CH:24]=3)=[CH:17][CH:16]=2)=[CH:5][CH:4]=1.[C:35]([O:39][CH2:40][CH2:41][CH2:42][CH2:43][CH2:44][CH2:45]I)(=[O:38])[CH:36]=[CH2:37].C(=O)([O-])[O-].[K+].[K+]>CN(C=O)C>[CH3:1][N:2]([CH3:34])[C:3]1[C:12]2[C:7](=[CH:8][CH:9]=[CH:10][CH:11]=2)[C:6]([N:13]=[N:14][C:15]2[CH:20]=[CH:19][C:18]([N:21]=[N:22][C:23]3[C:32]4[C:27](=[CH:28][CH:29]=[CH:30][CH:31]=4)[C:26]([O:33][CH2:45][CH2:44][CH2:43][CH2:42][CH2:41][CH2:40][O:39][C:35](=[O:38])[CH:36]=[CH2:37])=[CH:25][CH:24]=3)=[CH:17][CH:16]=2)=[CH:5][CH:4]=1 |f:2.3.4|. Procedure details: A mixture consisting of 0.44 g of 1-[4-(4-(dimethylamino)naphthylazo)phenylazo]-4-hydroxy-naphtalene, 0.56 g of 6-iodohexyl acrylate, and 0.28 g of potassium carbonate in 10 ml of DMF was stirred under nitrogen atmosphere for 3 h at 60° C. After cooling to room temperature the reaction mixture was quenched with 100 ml 3N HCl and the resulting precipitate was filtered off, washed with water (100 ml) and ethanol (50 ml) to give 0.5 g of pure 1-[4-(4-(dimethylamino)naphthylazo)-phenylazo]-4-(6-acry... The reactants are c1ccc(CNc2ccccc2)cc1, Cc1csc(P(=O)(Cl)Cl)c1. Product: Cc1csc(P2(=O)c3ccccc3CN2c2ccccc2)c1. RXN SMILES: [CH2:1]([c:2]1[cH:3][cH:4][cH:5][cH:6][cH:7]1)[NH:8][c:9]1[cH:10][cH:11][cH:12][cH:13][cH:14]1.[CH3:15][c:16]1[cH:17][c:18]([P:21](=[O:22])([Cl:23])[Cl:24])[s:19][cH:20]1>>[CH2:1]1[c:2]2[c:3]([cH:4][cH:5][cH:6][cH:7]2)[P:21]([c:18]2[cH:17][c:16]([CH3:15])[cH:20][s:19]2)(=[O:22])[N:8]1[c:9]1[cH:10][cH:11][cH:12][cH:13][cH:14]1. As a reaction SMILES: [C:1]([CH3:2])([CH3:3])([CH3:4])[CH2:5][CH2:6][CH:7]([C:8]([OH:9])([c:10]1[cH:11][c:12]([Cl:17])[c:13]([Cl:16])[cH:14][cH:15]1)[O:18][SiH:19]([CH3:20])[CH3:21])[OH:22].[CH3:23][S:24](=[O:25])(=[O:26])[Cl:27].[CH3:35][N:36]([CH3:37])[c:38]1[cH:39][cH:40][n:41][cH:42][cH:43]1.[Cl-:34].[ClH:28].[N-:30]=[N+:31]=[N-:32].[Na+:29].[Na+:33].[cH:44]1[cH:45][cH:46][n:47][cH:48][cH:49]1>>[C:1]([CH3:2])([CH3:3])([CH3:4])[CH2:5][CH2:6][CH:7]([C:8]([c:10]1[cH:11][c:12]([Cl:17])[c:13]([Cl:16])[cH:14][cH:15]1)([O:18][SiH:19]([CH3:20])[CH3:21])[N:30]=[N+:31]=[N-:32])[OH:22]. Product: C[SiH](C)OC(N=[N+]=[N-])(c1ccc(Cl)c(Cl)c1)C(O)CCC(C)(C)C. Reactants: C[SiH](C)OC(O)(c1ccc(Cl)c(Cl)c1)C(O)CCC(C)(C)C, CS(=O)(=O)Cl, CN(C)c1ccncc1, [Cl-], Cl, [N-]=[N+]=[N-], [Na+], [Na+], c1ccncc1.